From a dataset of the Open Reaction Database (ORD), a public repository of structured organic reaction records. describe an organic reaction: reactants, conditions, products, and yield Starting materials: N1=C(C=CC=C1)CCN1CCN(CC1)C1=CC=CC=2C=C(OC21)C(=O)[O-].[Li+] (lithium 7-(4-(2-(pyridin-2-yl)ethyl)piperazin-1-yl)benzofuran-2-carboxylate), ClC=1C(=NC=CC1)N1CCC(CC1)N (1-(3-chloropyridin-2-yl)piperidin-4-amine). Product: ClC=1C(=NC=CC1)N1CCC(CC1)NC(=O)C=1OC2=C(C1)C=CC=C2N2CCN(CC2)CCC2=NC=CC=C2 (N-(1-(3-Chloropyridin-2-yl)piperidin-4-yl)-7-(4-(2-(pyridin-2-yl)ethyl)piperazin-1-yl)benzofuran-2-carboxamide). Reaction SMILES: [N:1]1[CH:6]=[CH:5][CH:4]=[CH:3][C:2]=1[CH2:7][CH2:8][N:9]1[CH2:14][CH2:13][N:12]([C:15]2[C:23]3[O:22][C:21]([C:24]([O-:26])=O)=[CH:20][C:19]=3[CH:18]=[CH:17][CH:16]=2)[CH2:11][CH2:10]1.[Li+].[Cl:28][C:29]1[C:30]([N:35]2[CH2:40][CH2:39][CH:38]([NH2:41])[CH2:37][CH2:36]2)=[N:31][CH:32]=[CH:33][CH:34]=1>>[Cl:28][C:29]1[C:30]([N:35]2[CH2:40][CH2:39][CH:38]([NH:41][C:24]([C:21]3[O:22][C:23]4[C:15]([N:12]5[CH2:11][CH2:10][N:9]([CH2:8][CH2:7][C:2]6[CH:3]=[CH:4][CH:5]=[CH:6][N:1]=6)[CH2:14][CH2:13]5)=[CH:16][CH:17]=[CH:18][C:19]=4[CH:20]=3)=[O:26])[CH2:37][CH2:36]2)=[N:31][CH:32]=[CH:33][CH:34]=1 |f:0.1|. Procedure details: The compound was prepared according to the procedure disclosed in Example 1 starting from lithium 7-(4-(2-(pyridin-2-yl)ethyl)piperazin-1-yl)benzofuran-2-carboxylate (80 mg, 0.21 mmol) and 1-(3-chloropyridin-2-yl)piperidin-4-amine (57 mg, 0.27 mmol). Yield: 50 mg (40%). Yields the product FC(COC1=C(N)C=C(C=C1)OCC(F)(F)F)(F)F (2,5-bis(2,2,2-trifluoroethoxy)aniline). Run at time 5 hour. The reagents and catalysts are [Ni] (Raney nickel). RXN SMILES: [F:1][C:2]([F:21])([F:20])[CH2:3][O:4][C:5]1[CH:10]=[CH:9][C:8]([O:11][CH2:12][C:13]([F:16])([F:15])[F:14])=[CH:7][C:6]=1[N+:17]([O-])=O.[H][H]>[Ni].C(O)C>[F:1][C:2]([F:20])([F:21])[CH2:3][O:4][C:5]1[CH:10]=[CH:9][C:8]([O:11][CH2:12][C:13]([F:16])([F:15])[F:14])=[CH:7][C:6]=1[NH2:17]. Procedure: a mixture of 59 g. (0.185 mole) of 2,5-bis-(2,2,2-trifluoroethoxy)nitrobenzene, about 15 g. of Raney nickel and 1200 ml. of ethanol is hydrogenated by shaking on a Parr hydrogenation apparatus with a hydrogen pressure of 40 to 50 p.s.i. for about five hours. The mixture is filtered, and the filtrate is evaporated to a liquid residue. The residue is distilled to provide 2,5-bis(2,2,2-trifluoroethoxy)aniline as a clear, colorless liquid, b.p. 95°-98° C/0.35 mm Hg. Starting materials: FC(COC1=C(C=C(C=C1)OCC(F)(F)F)[N+](=O)[O-])(F)F (2,5-bis-(2,2,2-trifluoroethoxy)nitrobenzene), [H][H] (hydrogen), 40. Solvent: C(C)O (ethanol). Starting materials: Cl, CCOC(=O)CC(N)c1cccc([N+](=O)[O-])c1, CCC(C(=O)Cl)c1ccccc1. Product: CCOC(=O)CC(NC(=O)C(CC)c1ccccc1)c1cccc([N+](=O)[O-])c1. As a reaction SMILES: [ClH:1].[NH2:2][CH:3]([CH2:4][C:5](=[O:6])[O:7][CH2:8][CH3:9])[c:10]1[cH:11][c:12]([N+:16](=[O:17])[O-:18])[cH:13][cH:14][cH:15]1.[c:19]1([CH:25]([C:26](=[O:27])[Cl:28])[CH2:29][CH3:30])[cH:20][cH:21][cH:22][cH:23][cH:24]1>>[NH:2]([CH:3]([CH2:4][C:5](=[O:6])[O:7][CH2:8][CH3:9])[c:10]1[cH:11][c:12]([N+:16](=[O:17])[O-:18])[cH:13][cH:14][cH:15]1)[C:26]([CH:25]([c:19]1[cH:20][cH:21][cH:22][cH:23][cH:24]1)[CH2:29][CH3:30])=[O:27].